Dataset: the Open Reaction Database (ORD), a public repository of structured organic reaction records. Task: describe an organic reaction: reactants, conditions, products, and yield The reactants are OC(C(C)C)(C=1N=CN(C1)C(C1=CC=CC=C1)(C1=CC=CC=C1)C1=CC=CC=C1)C=1C=C2C=CC(=CC2=CC1)C#N (6-(1-hydroxy-2-methyl-1-(1-trityl-1H-imidazol-4-yl)propyl)-2-naphthonitrile), [Cl-].[NH+]1=CC=CC=C1 (pyridinium chloride), C(=O)(O)[O-].[Na+] (NaHCO3). Run in CO.C(Cl)(Cl)Cl (methanol CHCl3). Product: OC(C(C)C)(C=1N=CNC1)C=1C=C2C=CC(=CC2=CC1)C#N (6-(1-Hydroxy-1-(1H-imidazol-4-yl)-2-methylpropyl)-2-naphthonitrile). The yield is 96.4%. As a reaction SMILES: [OH:1][C:2]([C:30]1[CH:31]=[C:32]2[C:37](=[CH:38][CH:39]=1)[CH:36]=[C:35]([C:40]#[N:41])[CH:34]=[CH:33]2)([C:6]1[N:7]=[CH:8][N:9](C(C2C=CC=CC=2)(C2C=CC=CC=2)C2C=CC=CC=2)[CH:10]=1)[CH:3]([CH3:5])[CH3:4].[Cl-].[NH+]1C=CC=CC=1.C([O-])(O)=O.[Na+]>CO.C(Cl)(Cl)Cl>[OH:1][C:2]([C:30]1[CH:31]=[C:32]2[C:37](=[CH:38][CH:39]=1)[CH:36]=[C:35]([C:40]#[N:41])[CH:34]=[CH:33]2)([C:6]1[N:7]=[CH:8][NH:9][CH:10]=1)[CH:3]([CH3:4])[CH3:5] |f:1.2,3.4,5.6|. Reported procedure: A solution of 6-(1-hydroxy-2-methyl-1-(1-trityl-1H-imidazol-4-yl)propyl)-2-naphthonitrile (1.40 g) and pyridinium chloride (606 mg) in methanol-CHCl3 (1:1, 8 mL) was heated at 60° C. for 2 h. The reaction mixture was neutralized with aq. NaHCO3 solution and concentrated. The residue was extracted with ethanol, and the extract was purified by silica gel chromatography (eluent; dichloromethane:MeOH=30:1→10:1). Crystallization from ethyl acetate gave the titled compound (737 mg) as a colorless powd... The reactants are N(=O)OC(C)(C)C (t-butyl nitrite), ClC1=NC2=CC=C(C=C2C(=N1)N)OC1=C(C=C(C=C1)F)F (2-Chloro-6-(2,4-difluoro-phenoxy)-quinazolin-4-ylamine), O (water). Run in C1CCOC1 (THF), C1CCOC1 (THF). Yields the product ClC1=NC2=CC=C(C=C2C=N1)OC1=C(C=C(C=C1)F)F (2-chloro-6-(2,4-difluoro-phenoxy)-quinazoline). Isolated yield 44.2%. Reaction SMILES: [Cl:1][C:2]1[N:11]=[C:10](N)[C:9]2[C:4](=[CH:5][CH:6]=[C:7]([O:13][C:14]3[CH:19]=[CH:18][C:17]([F:20])=[CH:16][C:15]=3[F:21])[CH:8]=2)[N:3]=1.N(OC(C)(C)C)=O.O>C1COCC1>[Cl:1][C:2]1[N:11]=[CH:10][C:9]2[C:4](=[CH:5][CH:6]=[C:7]([O:13][C:14]3[CH:19]=[CH:18][C:17]([F:20])=[CH:16][C:15]=3[F:21])[CH:8]=2)[N:3]=1. Procedure: Compound (1G) (21 g, 0.07 mol) was dissolved in THF (200 mL) and the solution added dropwise to a solution of t-butyl nitrite (16.5 mL, 0.14 mol) in THF (100 mL). The mixture was heated to reflux for 4 h, and after cooling to room temperature, the reaction mixture was poured into water and extracted with EtOAc (2×100 mL). The combined organic layers were dried over sodium sulfate and evaporated in vacuo. The crude product was purified by chromatography (silica gel, hexane: EtOAc, 4:1) giving 9.0... Reactants: 1, [NH4+].[OH-] (NH4OH), [N+](=O)(O)[O-] (HNO3), solution, [N+](=O)(O)[O-] (nitric acid), O1CC(C1)C1=CC=C(C=C1)NC(C)=O (N-(4-oxetan-3-ylphenyl)acetamide), [N+](=O)(O)[O-].C(Cl)Cl (HNO3 CH2Cl2). Solvent: C(Cl)Cl (CH2Cl2). Conditions: time 30 minute. Yields the product [N+](=O)([O-])C1=C(C=CC(=C1)C1COC1)NC(C)=O (N-(2-nitro-4-(oxetan-3-yl)phenyl)acetamide). Reaction SMILES: [N+:1]([O-:4])(O)=[O:2].[O:5]1[CH2:8][CH:7]([C:9]2[CH:14]=[CH:13][C:12]([NH:15][C:16](=[O:18])[CH3:17])=[CH:11][CH:10]=2)[CH2:6]1.[N+]([O-])(O)=O.C(Cl)Cl.[NH4+].[OH-]>C(Cl)Cl>[N+:1]([C:11]1[CH:10]=[C:9]([CH:7]2[CH2:8][O:5][CH2:6]2)[CH:14]=[CH:13][C:12]=1[NH:15][C:16](=[O:18])[CH3:17])([O-:4])=[O:2] |f:2.3,4.5|. Procedure details: The organic phase (upper phase) was isolated and the process was repeated with an additional 20 ml CH2Cl2. The organic extracts were combined, it was assumed the organic phase contained about 5 g (−80 mmol) of anhydrous HNO3. Using a 50 fold excess, this required about 25 ml of solution. The nitric acid solution was cooled in a ice bath. The N-(4-oxetan-3-ylphenyl)acetamide (21 0 mg, 0.70 mmol) was treated with 25 ml of the chilled HNO3/CH2Cl2 solution and was allowed to stir about 30 minutes. T... Procedure: A mixture of 5-cycloheptyl-1,3,4-thiadiazol-2-yl isocyanate dimmer (9.5 grams), the dimethyl acetal of 3-methylaminopropionaldehyde (5.8 grams) and benzene (60 ml) are charged into a glass reaction vessel equipped with a mechanical stirrer and reflux condenser. The reaction mixture is heated at reflux for a period of about 15 minutes. After this time the mixture is stripped of benzene under reduced pressure to yield a solid product as the residue. This product is recrystallized to yield the desi... Solvent: C1=CC=CC=C1 (benzene), C1=CC=CC=C1 (benzene). As a reaction SMILES: [CH:1]1([C:8]2[S:12][C:11]([N:13]=[C:14]=[O:15])=[N:10][N:9]=2)[CH2:7][CH2:6][CH2:5][CH2:4][CH2:3][CH2:2]1.[CH3:16][NH:17][CH2:18][CH2:19][CH:20]=[O:21]>C1C=CC=CC=1>[CH3:16][N:17]([CH2:18][CH2:19][CH:20]=[O:21])[C:14]([NH:13][C:11]1[S:12][C:8]([CH:1]2[CH2:2][CH2:3][CH2:4][CH2:5][CH2:6][CH2:7]2)=[N:9][N:10]=1)=[O:15]. The product is dimethyl acetal, CN(C(=O)NC=1SC(=NN1)C1CCCCCC1)CCC=O (3-[1-methyl-3-(5-cycloheptyl-1,3,4-thiadiazol-2-yl)ureido]propionaldehyde). Reactants: C1(CCCCCC1)C1=NN=C(S1)N=C=O (5-cycloheptyl-1,3,4-thiadiazol-2-yl isocyanate), dimethyl acetal, CNCCC=O (3-methylaminopropionaldehyde).